From a dataset of the Open Reaction Database (ORD), a public repository of structured organic reaction records. describe an organic reaction: reactants, conditions, products, and yield The reactants are ClC1=CC=C(C=C1)N1N=CC(=C1CCC)C(=O)N(C)C1CCCCC1 (1-(4-chlorophenyl)-N-cyclohexyl-N-methyl-5-propyl-pyrazole-4-carboxamide), ClC1=CC=C(C=C1)N1N=CC(=C1CCC)C(=O)N(C)C1CCCCC1 (1-(4-chlorophenyl)-N-cyclohexyl-N-methyl-5-propyl-pyrazole-4-carboxamide), CCN(C(C)C)C(C)C (DIPEA), Tri-(T-Butyl)Phosphonium Hydrogen tetrafluoroborate Salt, O1CCOCC1 (Dioxane), C(C)O (Ethanol). Reagents/catalysts: CC1=CC=CC=C1P(C2=CC=CC=C2C)C3=CC=CC=C3[CH2-].CC1=CC=CC=C1P(C2=CC=CC=C2C)C3=CC=CC=C3[CH2-].CC(=O)O.CC(=O)O.[Pd].[Pd] (Herrmann's catalyst), CN(C)C=1C=CN=CC1 (DMAP), [C-]#[O+].[C-]#[O+].[C-]#[O+].[C-]#[O+].[C-]#[O+].[C-]#[O+].[Mo] (Molybdenum hexacarbonyl). Conditions: temperature 150 celsius. Product: C1(CCCCC1)N(C(=O)C=1C=NN(C1CCC)C1=CC=C(C(=O)OCC)C=C1)C (Ethyl 4-[4-(cyclohexyl-methyl-carbamoyl)-5-propyl-pyrazol-1-yl]benzoate). Reaction SMILES: Cl[C:2]1[CH:7]=[CH:6][C:5]([N:8]2[C:12]([CH2:13][CH2:14][CH3:15])=[C:11]([C:16]([N:18]([CH:20]3[CH2:25][CH2:24][CH2:23][CH2:22][CH2:21]3)[CH3:19])=[O:17])[CH:10]=[N:9]2)=[CH:4][CH:3]=1.CCN(C(C)C)C(C)C.O1C[CH2:39][O:38][CH2:37][CH2:36]1.C([OH:43])C>CC1C(P(C2C([CH2-])=CC=CC=2)C2C(C)=CC=CC=2)=CC=CC=1.CC1C(P(C2C([CH2-])=CC=CC=2)C2C(C)=CC=CC=2)=CC=CC=1.CC(O)=O.CC(O)=O.[Pd].[Pd].CN(C1C=CN=CC=1)C.[C-]#[O+].[C-]#[O+].[C-]#[O+].[C-]#[O+].[C-]#[O+].[C-]#[O+].[Mo]>[CH:20]1([N:18]([CH3:19])[C:16]([C:11]2[CH:10]=[N:9][N:8]([C:5]3[CH:6]=[CH:7][C:2]([C:39]([O:38][CH2:37][CH3:36])=[O:43])=[CH:3][CH:4]=3)[C:12]=2[CH2:13][CH2:14][CH3:15])=[O:17])[CH2:25][CH2:24][CH2:23][CH2:22][CH2:21]1 |f:4.5.6.7.8.9,11.12.13.14.15.16.17|. Reported procedure: 1-(4-chlorophenyl)-N-cyclohexyl-N-methyl-5-propyl-pyrazole-4-carboxamide (Intermediate #24), 101 mg, 0.28 mmol), Molybdenum hexacarbonyl (37 mg, 0.14 mmol), Herrmann's catalyst (Trans-Di-Mu-Acetatobis[2-(Di-O-Tolylphosphino)Benzyl]dipalladium(II), 14 mg, 0.01 mmol), DMAP (69 mg, 0.56 mmol), DIPEA (98 μL, 0.56 mmol), Fu's salt (Tri-(T-Butyl)Phosphonium Hydrogen tetrafluoroborate Salt, 17 mg, 0.06 mmol), Dioxane (2 mL), Ethanol (2 mL) were mixed into a microwave tube. The reaction mixture was then...